This data is from the Open Reaction Database (ORD), a public repository of structured organic reaction records. The task is: describe an organic reaction: reactants, conditions, products, and yield Starting materials: CCCCC(C=O)NC(=O)OC(C)(C)C, C1CCOC1, CC(=O)O, c1ccc(C2SCCCS2)cc1. The product is CCCCC(NC(=O)OC(C)(C)C)C(O)C1(c2ccccc2)SCCCS1. As a reaction SMILES: [C:13]([CH3:14])([CH3:15])([CH3:16])[O:17][C:18]([NH:19][CH:20]([CH2:21][CH2:22][CH2:23][CH3:24])[CH:25]=[O:26])=[O:27].[CH2:32]1[O:33][CH2:34][CH2:35][CH2:36]1.[CH3:28][C:29](=[O:30])[OH:31].[c:1]1([CH:7]2[S:8][CH2:9][CH2:10][CH2:11][S:12]2)[cH:2][cH:3][cH:4][cH:5][cH:6]1>>[c:1]1([C:7]2([CH:25]([CH:20]([NH:19][C:18]([O:17][C:13]([CH3:14])([CH3:15])[CH3:16])=[O:27])[CH2:21][CH2:22][CH2:23][CH3:24])[OH:26])[S:8][CH2:9][CH2:10][CH2:11][S:12]2)[cH:2][cH:3][cH:4][cH:5][cH:6]1. The reactants are C=O (formaldehyde), Cl (HCl), C12(CC3CC(CC(C1)C3)C2)CCN2C=NC=C2C[C@H](N)C(=O)O (3-(2-(1-adamantyl)ethyl)histidine). Reaction conditions: temperature 25 celsius, time 30 minute. Product: Cl.Cl.C12(CC3CC(CC(C1)C3)C2)CCN2C=NC=3CNC(CC32)C(=O)O (1-(2-(1-adamantyl)ethyl)-4,5,6,7-tetrahydro-1H-imidazo[4,5-c]-pyridine-6-carboxylic acid dihydrochloride). Reaction SMILES: [C:1]12([CH2:11][CH2:12][N:13]3[C:17]([CH2:18][C@@H:19]([C:21]([OH:23])=[O:22])[NH2:20])=[CH:16][N:15]=[CH:14]3)[CH2:10][CH:5]3[CH2:6][CH:7]([CH2:9][CH:3]([CH2:4]3)[CH2:2]1)[CH2:8]2.[CH2:24]=O.[ClH:26]>>[ClH:26].[ClH:26].[C:1]12([CH2:11][CH2:12][N:13]3[C:17]4[CH2:18][CH:19]([C:21]([OH:23])=[O:22])[NH:20][CH2:24][C:16]=4[N:15]=[CH:14]3)[CH2:8][CH:7]3[CH2:9][CH:3]([CH2:4][CH:5]([CH2:6]3)[CH2:10]1)[CH2:2]2 |f:3.4.5|. Reported procedure: A solution of 7.8 g 3-(2-(1-adamantyl)ethyl)histidine.2HCl in 100 mL 1N HCl is treated with 5 mL 36% formaldehyde, stirring 30 min at 25° C. followed by 90 min at reflux. Evaporation gives 1-(2-(1-adamantyl)ethyl)-4,5,6,7-tetrahydro-1H-imidazo[4,5-c]-pyridine-6-carboxylic acid dihydrochloride as a white solid. NMR (D2O) 8.90 (s,1H,2-Im). The reactants are CN1N=NN=C1S (1-Methyl-5-mercapto-1,2,3,4-tetrazole), C([O-])([O-])=O.[K+].[K+] (potassium carbonate), C1=C(C=CC2=CC=CC=C12)C(=O)CCCCl (3-chloropropyl 2-naphthyl ketone). The solvent is CC(=O)C (acetone). Run at time 2 hour. The product is CN1N=NN=C1SCCCC(=O)C1=CC2=CC=CC=C2C=C1 (1-methyl-5-[3-(2-naphthoyl)propyl]thio-1,2,3,4-tetrazole). Yield: 51.0%. Reaction SMILES: [CH3:1][N:2]1[C:6]([SH:7])=[N:5][N:4]=[N:3]1.C(=O)([O-])[O-].[K+].[K+].[CH:14]1[C:23]2[C:18](=[CH:19][CH:20]=[CH:21][CH:22]=2)[CH:17]=[CH:16][C:15]=1[C:24]([CH2:26][CH2:27][CH2:28]Cl)=[O:25]>CC(C)=O>[CH3:1][N:2]1[C:6]([S:7][CH2:28][CH2:27][CH2:26][C:24]([C:15]2[CH:16]=[CH:17][C:18]3[C:23](=[CH:22][CH:21]=[CH:20][CH:19]=3)[CH:14]=2)=[O:25])=[N:5][N:4]=[N:3]1 |f:1.2.3|. Procedure: 1-Methyl-5-mercapto-1,2,3,4-tetrazole (1.2 g), potassium carbonate (2.1 g) and 3-chloropropyl 2-naphthyl ketone (3.5 g) are added to acetone (50 ml) and the mixture is refluxed with stirring for 2 hours. The reaction mixture is concentrated to dryness under reduced pressure and the residue dissolved in chloroform. Insolubles are filtered off. The filtrated is concentrated and the residue is purified by silica gel column chromatography [Kieselgel 60, eluant: benzene-ether (10:1)] and the product ... Reactants: O=C(O)C1CCN(Cc2ccccc2)CC1c1ccsc1, O=C(Cl)C(=O)Cl, ClCCl, CN(C)C=O. Yields the product O=C(Cl)C1CCN(Cc2ccccc2)CC1c1ccsc1. RXN SMILES: [CH2:1]([c:2]1[cH:3][cH:4][cH:5][cH:6][cH:7]1)[N:8]1[CH2:9][CH:10]([c:17]2[cH:18][s:19][cH:20][cH:21]2)[CH:11]([C:14](=[O:15])[OH:16])[CH2:12][CH2:13]1.[Cl:27][C:28]([C:29]([Cl:30])=[O:31])=[O:32].[Cl:33][CH2:34][Cl:35].[O:22]=[CH:23][N:24]([CH3:25])[CH3:26]>>[CH2:1]([c:2]1[cH:3][cH:4][cH:5][cH:6][cH:7]1)[N:8]1[CH2:9][CH:10]([c:17]2[cH:18][s:19][cH:20][cH:21]2)[CH:11]([C:14](=[O:15])[Cl:27])[CH2:12][CH2:13]1. Starting materials: O1CCCC=C1 (dihydropyran), ClC1=C(N=NC=C1Cl)O (4,5-Dichloro-3-hydroxypyridazine), O1CCCC=C1 (dihydropyran), O.C1(=CC=C(C=C1)S(=O)(=O)O)C (p-toluenesulfonic acid monohydrate). Solvent: O1CCCC1 (tetrahydrofuran). Conditions: time 21 hour. Product: ClC=1C(N(N=CC1Cl)C1OCCCC1)=O (4,5-dichloro-2-(tetrahydro-2H-pyran-2-yl)-3(2H)-pyridazinone). RXN SMILES: [Cl:1][C:2]1[C:7]([Cl:8])=[CH:6][N:5]=[N:4][C:3]=1[OH:9].[O:10]1[CH:15]=[CH:14][CH2:13][CH2:12][CH2:11]1.O.C1(C)C=CC(S(O)(=O)=O)=CC=1>O1CCCC1>[Cl:1][C:2]1[C:3](=[O:9])[N:4]([CH:11]2[CH2:12][CH2:13][CH2:14][CH2:15][O:10]2)[N:5]=[CH:6][C:7]=1[Cl:8] |f:2.3|. Procedure: 4,5-Dichloro-3-hydroxypyridazine (3000 g, 18.18 moles), dihydropyran (1943 g, 23.08 mole), p-toluenesulfonic acid monohydrate (283 g, 1.49 moles) and 16 L of tetrahydrofuran were added to a 50 L round bottomed flask equipped with a heating mantle, reflux condenser and a mechanical stirrer. The mixture was stirred at reflux for 29 h. Additional dihydropyran was added at 6 h (1328 g, 15.79 mol) and at 21 h (780 g, 9.25 moles). The reaction mixture was allowed to cool to room temperature overnight.... Reactants: CCOc1cc(OCC)cc(C(=O)O)c1, CCN1C(=O)C(C)(C)c2cc3[nH]c(-c4n[nH]cc4N)nc3cc21. Yields the product CCOc1cc(OCC)cc(C(=O)Nc2c[nH]nc2-c2nc3cc4c(cc3[nH]2)C(C)(C)C(=O)N4CC)c1. Reaction SMILES: [CH2:24]([CH3:25])[O:26][c:27]1[cH:28][c:29]([C:30](=[O:31])[OH:32])[cH:33][c:34]([O:36][CH2:37][CH3:38])[cH:35]1.[NH2:1][c:2]1[c:3](-[c:7]2[n:8][c:9]3[c:10]([cH:11][c:12]4[c:16]([cH:17]3)[N:15]([CH2:18][CH3:19])[C:14](=[O:20])[C:13]4([CH3:21])[CH3:22])[nH:23]2)[n:4][nH:5][cH:6]1>>[NH:1]([c:2]1[c:3](-[c:7]2[n:8][c:9]3[c:10]([cH:11][c:12]4[c:16]([cH:17]3)[N:15]([CH2:18][CH3:19])[C:14](=[O:20])[C:13]4([CH3:21])[CH3:22])[nH:23]2)[n:4][nH:5][cH:6]1)[C:30]([c:29]1[cH:28][c:27]([O:26][CH2:24][CH3:25])[cH:35][c:34]([O:36][CH2:37][CH3:38])[cH:33]1)=[O:31].